Task: describe an organic reaction: reactants, conditions, products, and yield. Dataset: the Open Reaction Database (ORD), a public repository of structured organic reaction records The reactants are CC(=O)OC(C)C, O=C(NCCO)c1cc(Cl)c(O)c(Cl)c1, Cl, O=S(Cl)Cl. Yields the product Oc1c(Cl)cc(C2=NCCO2)cc1Cl. Reaction SMILES: [C:21]([O:22][CH:23]([CH3:24])[CH3:25])(=[O:26])[CH3:27].[Cl:1][c:2]1[cH:3][c:4]([C:5](=[O:6])[NH:7][CH2:8][CH2:9][OH:10])[cH:11][c:12]([Cl:15])[c:13]1[OH:14].[ClH:20].[S:16]([Cl:17])([Cl:18])=[O:19]>>[Cl:1][c:2]1[cH:3][c:4]([C:5]2=[N:7][CH2:8][CH2:9][O:10]2)[cH:11][c:12]([Cl:15])[c:13]1[OH:14].